The task is: describe an organic reaction: reactants, conditions, products, and yield. This data is from the Open Reaction Database (ORD), a public repository of structured organic reaction records. Starting materials: COC1=NC=CC(=C1)N (2-methoxypyridin-4-amine), N1=CC=CC=C1 (pyridine), Cl (HCl), FC1=C(C(=O)Cl)C=C(C=C1)F (2,5-difluorobenzoyl chloride). The solvent is ClCCl (dichloromethane), ClCCl (dichloromethane), hexanes, ClCCl (dichloromethane). Run at time 8 hour. The product is FC1=C(C(=O)NC2=CC(=NC=C2)OC)C=C(C=C1)F (2,5-difluoro-N-(2-methoxy-4-pyridyl)benzamide). Isolated yield 61.2%. RXN SMILES: [F:1][C:2]1[CH:10]=[CH:9][C:8]([F:11])=[CH:7][C:3]=1[C:4](Cl)=[O:5].[CH3:12][O:13][C:14]1[CH:19]=[C:18]([NH2:20])[CH:17]=[CH:16][N:15]=1.N1C=CC=CC=1.Cl>ClCCl>[F:1][C:2]1[CH:10]=[CH:9][C:8]([F:11])=[CH:7][C:3]=1[C:4]([NH:20][C:18]1[CH:17]=[CH:16][N:15]=[C:14]([O:13][CH3:12])[CH:19]=1)=[O:5]. Procedure details: A solution of 2,5-difluorobenzoyl chloride (2.0 mL, 16.14 mmol) and dichloromethane (14.25 mL) was added drop-wise to a mixture of 2-methoxypyridin-4-amine (2.0 g, 16.14 mmol), pyridine (3.9 mL, 48.42 mmol) and dichloromethane (57.0 mL) at 0° C. The mixture was allowed to warm to room temperature and was stirred at that temperature overnight. The mixture was poured into 1N HCl and dichloromethane. The layers were separated and the organic layer was dried over sodium sulfate, filtered and concent... Reactants: C1CCOC1, CC1(C)C2Cc3c(n[nH]c3C(N)=O)C21, CCOC(C)=O, O=C(OC(=O)C(F)(F)F)C(F)(F)F. Yields the product CC1(C)C2Cc3c(n[nH]c3C#N)C21. Reaction SMILES: [CH2:34]1[O:35][CH2:36][CH2:37][CH2:38]1.[CH3:1][C:2]1([CH3:14])[CH:3]2[CH:4]1[CH2:5][c:6]1[c:7]([C:11](=[O:12])[NH2:13])[nH:8][n:9][c:10]12.[CH3:28][CH2:29][O:30][C:31](=[O:32])[CH3:33].[F:15][C:16]([F:17])([F:18])[C:19]([O:20][C:21](=[O:22])[C:23]([F:24])([F:25])[F:26])=[O:27]>>[CH3:1][C:2]1([CH3:14])[CH:3]2[CH:4]1[CH2:5][c:6]1[c:7]([C:11]#[N:13])[nH:8][n:9][c:10]12. The reactants are N([C@@H](CC1=CC=CC=C1)C(=O)O)C(=O)C1=CC=CC=C1.COC1=C(C[NH-])C=CC(=C1)OC (Bz-Phe 2,4-dimethoxybenzylamide), FC(S(=O)(=O)O)(F)F (trifluoromethane sulfonic acid). The solvent is FC(C(=O)O)(F)F (trifluoroacetic acid). The product is N[C@@H](CC1=CC=CC=C1)C(=O)N (Phe-NH2). Reaction SMILES: [NH:1](C(C1C=CC=CC=1)=O)[C@H:2]([C:10]([OH:12])=O)[CH2:3][C:4]1[CH:9]=[CH:8][CH:7]=[CH:6][CH:5]=1.COC1C=C(OC)C=CC=1C[NH-:26].FC(F)(F)S(O)(=O)=O>FC(F)(F)C(O)=O>[NH2:1][C@H:2]([C:10]([NH2:26])=[O:12])[CH2:3][C:4]1[CH:9]=[CH:8][CH:7]=[CH:6][CH:5]=1 |f:0.1|. Procedure details: Bz-Phe-2,4-dimethoxybenzylamide (4.2 mg) was dissolved in trifluoroacetic acid (1.0 ml) containing 10% (v/v) trifluoromethane sulfonic acid (TFMSA) and the reaction mixture was kept in the dark for 1 h at 20° C. TFA/TFMSA was removed by blowing with N2 and the residue was suspended in 95% (v/v) CH3CN (1.0 ml). The reaction mixture was analyzed by HPLC system-7 and the generated Bz-Phe-NH2 (>95%) was determined quantitatively using a Bz-Phe-NH2 standard solution (Bz-Phe-NH2 was purchased from Bac... Reactants: Cl (hydrochloric acid), ClC1=NC=C(C(=N1)C(F)(F)F)C(=O)OC (methyl 2-chloro-4-(trifluoromethyl)pyrimidine-5-carboxylate), C12C(CC(CC1)C2)N (rac-(1R,2R,4S)-bicyclo[2.2.1]heptan-2-amine), C(C)(C)N(C(C)C)CC (N,N-diisopropyl ethylamine). Run in O (water), O1CCOCC1 (1,4-dioxane). Run at time 19 hour. The product is [C@@H]12[C@@H](C[C@@H](CC1)C2)NC2=NC=C(C(=N2)C(F)(F)F)C(=O)OC (methyl rac-2-[(1R,2R,4S)-bicyclo[2.2.1]hept-2-ylamino]-4-(trifluoromethyl)pyrimidine-5-carboxylate). Yield: 99.2%. Reaction SMILES: Cl[C:2]1[N:7]=[C:6]([C:8]([F:11])([F:10])[F:9])[C:5]([C:12]([O:14][CH3:15])=[O:13])=[CH:4][N:3]=1.[CH:16]12[CH2:22][CH:19]([CH2:20][CH2:21]1)[CH2:18][CH:17]2[NH2:23].C(N(CC)C(C)C)(C)C.Cl>O.O1CCOCC1>[C@H:16]12[CH2:22][C@H:19]([CH2:20][CH2:21]1)[CH2:18][C@H:17]2[NH:23][C:2]1[N:7]=[C:6]([C:8]([F:11])([F:10])[F:9])[C:5]([C:12]([O:14][CH3:15])=[O:13])=[CH:4][N:3]=1. Procedure: To a mixture of methyl 2-chloro-4-(trifluoromethyl)pyrimidine-5-carboxylate (4.0 g), rac-(1R,2R,4S)-bicyclo[2.2.1]heptan-2-amine (3.7 g), and 1,4-dioxane (60 mL) was added N,N-diisopropyl ethylamine (4.3 mL) at room temperature, and the mixture was stirred at the same temperature for 19 hours. To the reaction mixture were added water and 1 M hydrochloric acid, followed by extraction with ethyl acetate. The organic layer was washed with water and saturated brine, and dried over anhydrous magnesiu... Reactants: BrCCCCCOCCC1=CC=C(C=C1)SC (1-[2-[(5-Bromopentyl)oxy]ethyl]-4-(methylthio)benzene), [Mg] (magnesium), II (iodine), Grignard reagent, C(C)(=O)OC(C)=O (acetic anhydride). Run in [Cl-].[NH4+] (ammonium chloride). Conditions: time 2 hour. Product: CSC1=CC=C(C=C1)CCOCCCCCC(C)=O (7-[2-[4-(Methylthio)phenyl]ethoxy]-2-heptanone). The yield is 49.1%. Reaction SMILES: Br[CH2:2][CH2:3][CH2:4][CH2:5][CH2:6][O:7][CH2:8][CH2:9][C:10]1[CH:15]=[CH:14][C:13]([S:16][CH3:17])=[CH:12][CH:11]=1.[Mg].II.[C:21](OC(=O)C)(=[O:23])[CH3:22]>[Cl-].[NH4+]>[CH3:17][S:16][C:13]1[CH:14]=[CH:15][C:10]([CH2:9][CH2:8][O:7][CH2:6][CH2:5][CH2:4][CH2:3][CH2:2][C:21](=[O:23])[CH3:22])=[CH:11][CH:12]=1 |f:4.5|. Reported procedure: The product of stage (i) (5.00 g) in ER (7.0 ml) was added dropwise to magnesium turnings (0.384 g) with one crystal of iodine at room temperature under nitrogen with stirring. The stirred mixture was heated to reflux for 3 h under nitrogen and the solution of Grignard reagent was added slowly to a stirred solution of acetic anhydride (2.86 g) in ER (70 ml) over a period of 1 h maintaining the temperature between -60° and -70°. After a further 2 h at -60° to -70°, the reaction mixture was allowe... Starting materials: FC(C1=CC=C(C=C1)C(C(=O)OCC)C)(F)F (ethyl 2-(4-[trifluoromethyl]phenyl)propionate), [OH-].[Na+] (NaOH), Cl (HCl). The solvent is C(C)O (ethanol). Yields the product FC(C1=CC=C(C=C1)C(C(=O)O)C)(F)F (2-(4-[Trifluoromethyl]phenyl)propionic acid). The yield is 52.9%. Reaction SMILES: [F:1][C:2]([F:17])([F:16])[C:3]1[CH:8]=[CH:7][C:6]([CH:9]([CH3:15])[C:10]([O:12]CC)=[O:11])=[CH:5][CH:4]=1.[OH-].[Na+].Cl>C(O)C>[F:1][C:2]([F:16])([F:17])[C:3]1[CH:4]=[CH:5][C:6]([CH:9]([CH3:15])[C:10]([OH:12])=[O:11])=[CH:7][CH:8]=1 |f:1.2|. Reported procedure: A mixture of 1.93 g (7.8 mmol) of ethyl 2-(4-[trifluoromethyl]phenyl)propionate, 10 mL of 1N NaOH, and 10 mL of absolute ethanol was heated to reflux for 3 hours, allowed to cool to room temperature, and poured into 50 mL of 1N HCl. The resulting aqueous mixture was extracted with three 10 mL portions of dichloromethane. Combination, drying (MgSO4), and concentration of the organic layers afforded an oil which was crystallized from hexanes to give 0.90 g (50% yield) of the acid as a white, cryst... Reactants: [BH4-], CC[SiH](CC)CC, CCO, O=C(c1ccccc1)c1ccc([N+](=O)[O-])c(Cl)c1, O=C(O)C(F)(F)F, [Na+], [Na+], [Na+], O=C([O-])[O-]. Yields the product O=[N+]([O-])c1ccc(Cc2ccccc2)cc1Cl. RXN SMILES: [BH4-:1].[CH2:21]([SiH:22]([CH2:23][CH3:24])[CH2:25][CH3:26])[CH3:27].[CH3:34][CH2:35][OH:36].[Cl:3][c:4]1[cH:5][c:6]([C:7](=[O:8])[c:9]2[cH:10][cH:11][cH:12][cH:13][cH:14]2)[cH:15][cH:16][c:17]1[N+:18](=[O:19])[O-:20].[F:37][C:38]([F:39])([F:40])[C:41]([OH:42])=[O:43].[Na+:28].[Na+:29].[Na+:2].[O-:30][C:31](=[O:32])[O-:33]>>[Cl:3][c:4]1[cH:5][c:6]([CH2:7][c:9]2[cH:10][cH:11][cH:12][cH:13][cH:14]2)[cH:15][cH:16][c:17]1[N+:18](=[O:19])[O-:20]. Starting materials: B1CCON1, B1OC(c2ccccc2)(c2ccccc2)C2CCCN12. Yields the product B, OC(c1ccccc1)(c1ccccc1)C1CCCN1. RXN SMILES: [O:21]1[CH2:22][CH2:23][BH:24][NH:25]1.[c:1]1([C:7]2([c:15]3[cH:16][cH:17][cH:18][cH:19][cH:20]3)[CH:8]3[N:9]([BH:10][O:11]2)[CH2:12][CH2:13][CH2:14]3)[cH:2][cH:3][cH:4][cH:5][cH:6]1>>[BH3:10].[c:1]1([C:7]([CH:8]2[NH:9][CH2:12][CH2:13][CH2:14]2)([OH:11])[c:15]2[cH:16][cH:17][cH:18][cH:19][cH:20]2)[cH:2][cH:3][cH:4][cH:5][cH:6]1.